This data is from the Open Reaction Database (ORD), a public repository of structured organic reaction records. The task is: describe an organic reaction: reactants, conditions, products, and yield Starting materials: Cc1ccccc1, OCc1ccc2c(c1)COC2c1ccc(F)cc1, [Mg+2], O=S(=O)([O-])[O-]. Product: O=Cc1ccc2c(c1)COC2c1ccc(F)cc1. RXN SMILES: [CH3:25][c:26]1[cH:27][cH:28][cH:29][cH:30][cH:31]1.[F:1][c:2]1[cH:3][cH:4][c:5]([CH:8]2[O:9][CH2:10][c:11]3[cH:12][c:13]([CH2:17][OH:18])[cH:14][cH:15][c:16]32)[cH:6][cH:7]1.[Mg+2:19].[O-:20][S:21](=[O:22])(=[O:23])[O-:24]>>[F:1][c:2]1[cH:3][cH:4][c:5]([CH:8]2[O:9][CH2:10][c:11]3[cH:12][c:13]([CH:17]=[O:18])[cH:14][cH:15][c:16]32)[cH:6][cH:7]1. Reactants: ClC1=C(OCCCC(C=CC2=CC=C(C=C2)S(=O)(=O)N(C=2SC=CN2)COC)=O)C=CC(=C1)Cl (4-[6-(2,4-Dichloro-phenoxy)-3-oxo-hex-1-enyl]-N-methoxymethyl-N-thiazol-2-yl-benzenesulfonamide), NN (hydrazine). The solvent is C(C)O (ethanol). Yields the product ClC1=C(OCCCC=2CC(NN2)C2=CC=C(C=C2)S(=O)(=O)N(C=2SC=CN2)COC)C=CC(=C1)Cl (4-{5-[3-(2,4-dichloro-phenoxy)-propyl]-3,4-dihydro-2H-pyrazol-3-yl}-N-methoxymethyl-N-thiazol-2-yl-benzenesulfonamide). As a reaction SMILES: [Cl:1][C:2]1[CH:33]=[C:32]([Cl:34])[CH:31]=[CH:30][C:3]=1[O:4][CH2:5][CH2:6][CH2:7][C:8](=O)[CH:9]=[CH:10][C:11]1[CH:16]=[CH:15][C:14]([S:17]([N:20]([CH2:26][O:27][CH3:28])[C:21]2[S:22][CH:23]=[CH:24][N:25]=2)(=[O:19])=[O:18])=[CH:13][CH:12]=1.[NH2:35][NH2:36]>C(O)C>[Cl:1][C:2]1[CH:33]=[C:32]([Cl:34])[CH:31]=[CH:30][C:3]=1[O:4][CH2:5][CH2:6][CH2:7][C:8]1[CH2:9][CH:10]([C:11]2[CH:16]=[CH:15][C:14]([S:17]([N:20]([CH2:26][O:27][CH3:28])[C:21]3[S:22][CH:23]=[CH:24][N:25]=3)(=[O:19])=[O:18])=[CH:13][CH:12]=2)[NH:35][N:36]=1. Procedure details: 4-[6-(2,4-Dichloro-phenoxy)-3-oxo-hex-1-enyl]-N-methoxymethyl-N-thiazol-2-yl-benzenesulfonamide (0.259 mmol) and hydrazine (2 mL) was heated to 80° C. in ethanol (15 mL) for 2 h. The solution was concentrated in vacuo. The crude 4-{5-[3-(2,4-dichloro-phenoxy)-propyl]-3,4-dihydro-2H-pyrazol-3-yl}-N-methoxymethyl-N-thiazol-2-yl-benzenesulfonamide was used without further purification. Starting materials: COc1ccc(S(=O)(=O)Cl)c(OC)c1, [Na+], [Na+], O=S([O-])[O-]. The product is COc1ccc(S(=O)O)c(OC)c1. Reaction SMILES: [CH3:7][O:8][c:9]1[c:10]([S:17](=[O:18])(=[O:19])[Cl:20])[cH:11][cH:12][c:13]([O:15][CH3:16])[cH:14]1.[Na+:5].[Na+:6].[S:1]([O-:2])([O-:3])=[O:4]>>[CH3:7][O:8][c:9]1[c:10]([S:17](=[O:18])[OH:19])[cH:11][cH:12][c:13]([O:15][CH3:16])[cH:14]1. The reactants are C(C)(=O)OC(C)=O (Acetic anhydride), C(C)(C)(C)O[C@H](C(=O)OCC)C=1C(=C2C=CC(=[N+](C2=CC1C)[O-])C)C1=CC=C(C=C1)Cl ((S)-6-(1-tert-butoxy-2-ethoxy-2-oxoethyl)-5-(4-chlorophenyl)-2,7-dimethylquinoline 1-oxide), C(C)(C)(C)O[C@H](C(=O)OCC)C=1C(=C2C=CC(=NC2=CC1C)C)C1=CC=C(C=C1)Cl ((S)-ethyl 2-tert-butoxy-2-(5-(4-chlorophenyl)-2,7-dimethylquinolin-6-yl)acetate). Reaction conditions: temperature 80 celsius, time 1 hour. Product: C(C)(=O)OCC1=NC2=CC(=C(C(=C2C=C1)C1=CC=C(C=C1)Cl)[C@@H](C(=O)OCC)OC(C)(C)C)C ((S)-ethyl 2-(2-(acetoxymethyl)-5-(4-chlorophenyl)-7-methylquinolin-6-yl)-2-tert-butoxyacetate). As a reaction SMILES: [C:1]([O:4]C(=O)C)(=[O:3])[CH3:2].[C:8]([O:12][C@@H:13]([C:19]1[C:20]([C:32]2[CH:37]=[CH:36][C:35]([Cl:38])=[CH:34][CH:33]=2)=[C:21]2[C:26](=[CH:27][C:28]=1[CH3:29])[N+:25]([O-])=[C:24]([CH3:31])[CH:23]=[CH:22]2)[C:14]([O:16][CH2:17][CH3:18])=[O:15])([CH3:11])([CH3:10])[CH3:9].C(O[C@@H](C1C(C2C=CC(Cl)=CC=2)=C2C(=CC=1C)N=C(C)C=C2)C(OCC)=O)(C)(C)C>>[C:1]([O:4][CH2:31][C:24]1[CH:23]=[CH:22][C:21]2[C:26](=[CH:27][C:28]([CH3:29])=[C:19]([C@H:13]([O:12][C:8]([CH3:11])([CH3:10])[CH3:9])[C:14]([O:16][CH2:17][CH3:18])=[O:15])[C:20]=2[C:32]2[CH:37]=[CH:36][C:35]([Cl:38])=[CH:34][CH:33]=2)[N:25]=1)(=[O:3])[CH3:2]. Reported procedure: Acetic anhydride was added to a flask containing (S)-6-(1-tert-butoxy-2-ethoxy-2-oxoethyl)-5-(4-chlorophenyl)-2,7-dimethylquinoline 1-oxide (compound of Example 14) (42 mg, 0.095 mmol). The mixture was stirred at 80° C. for 1 hour. Acetic anhydride was removed under vacuum. The residue was dissolved in ethyl acetate (50 mL). The organic layer was washed with NaHCO3 solution and water, dried and concentrated in vacuo. The obtained residue was used for next step reaction without purification. LCMS... Starting materials: ClCCl, CCOC(=O)C1=C(C)NC(CO)=C(C(=O)OCC)C1c1ccccc1[N+](=O)[O-], O=C(Cl)COc1ccc(Cl)cc1, O, c1ccncc1. Reaction SMILES: [CH2:48]([Cl:49])[Cl:50].[CH3:1][C:2]1=[C:7]([C:8](=[O:9])[O:10][CH2:11][CH3:12])[CH:6]([c:13]2[c:14]([N+:19](=[O:20])[O-:21])[cH:15][cH:16][cH:17][cH:18]2)[C:5]([C:22](=[O:23])[O:24][CH2:25][CH3:26])=[C:4]([CH2:27][OH:28])[NH:3]1.[Cl:29][c:30]1[cH:31][cH:32][c:33]([O:34][CH2:35][C:36](=[O:37])[Cl:38])[cH:39][cH:40]1.[OH2:41].[cH:42]1[cH:43][cH:44][n:45][cH:46][cH:47]1>>[CH3:1][C:2]1=[C:7]([C:8](=[O:9])[O:10][CH2:11][CH3:12])[CH:6]([c:13]2[c:14]([N+:19](=[O:20])[O-:21])[cH:15][cH:16][cH:17][cH:18]2)[C:5]([C:22](=[O:23])[O:24][CH2:25][CH3:26])=[C:4]([CH2:27][O:28][C:36]([CH2:35][O:34][c:33]2[cH:32][cH:31][c:30]([Cl:29])[cH:40][cH:39]2)=[O:37])[NH:3]1. Yields the product CCOC(=O)C1=C(C)NC(COC(=O)COc2ccc(Cl)cc2)=C(C(=O)OCC)C1c1ccccc1[N+](=O)[O-]. Starting materials: Nc1cccc(Br)c1, O=C([O-])O, CCO, CCOc1cc2ncc(C#N)c(Cl)c2cc1[N+](=O)[O-], [Na+]. Product: CCOc1cc2ncc(C#N)c(Nc3cccc(Br)c3)c2cc1[N+](=O)[O-]. As a reaction SMILES: [Br:20][c:21]1[cH:22][c:23]([NH2:24])[cH:25][cH:26][cH:27]1.[C:28](=[O:29])([OH:30])[O-:31].[CH3:33][CH2:34][OH:35].[Cl:1][c:2]1[c:3]([C:18]#[N:19])[cH:4][n:5][c:6]2[cH:7][c:8]([O:15][CH2:16][CH3:17])[c:9]([N+:12](=[O:13])[O-:14])[cH:10][c:11]12.[Na+:32]>>[c:2]1([NH:24][c:23]2[cH:22][c:21]([Br:20])[cH:27][cH:26][cH:25]2)[c:3]([C:18]#[N:19])[cH:4][n:5][c:6]2[cH:7][c:8]([O:15][CH2:16][CH3:17])[c:9]([N+:12](=[O:13])[O-:14])[cH:10][c:11]12. Starting materials: FC(C(=O)O)(F)F.FC(C(=O)O)(F)F.FC(C(=O)O)(F)F.ClC=1C=NC=2NC=3C=NC=C(CCC4=C(C=CC(NC1N2)=C4)OCCC4CCNCC4)C3 (6-chloro-12-(2-piperidin-4-ylethoxy)-2,4,8,18,22-pentaazatetracyclo[14.3.1.1(3,7).1(9,13)]docosa-1(20),3(22),4,6,9(21),10,12,16,18-nonaene tris(trifluoroacetate)), N(=C=O)C1=C(C#N)C=CC=C1 (2-isocyanatobenzonitrile). The product is FC(C(=O)O)(F)F.FC(C(=O)O)(F)F.ClC=1C=NC=2NC=3C=NC=C(CCC4=C(C=CC(NC1N2)=C4)OCCC4CCN(CC4)C(=O)NC4=C(C=CC=C4)C#N)C3 (4-(2-{[6-Chloro-2,4,8,18,22-pentaazatetracyclo[14.3.1.1(3,7).1(9,13)]docosa-1(20),3(22),4,6,9(21),10,12,16,18-nonaen-12-yl]oxy}ethyl)-N-(2-cyanophenyl)piperidine-1-carboxamide bis(trifluoroacetate)). Isolated yield 40.0%. Reaction SMILES: [F:1][C:2]([F:7])([F:6])[C:3]([OH:5])=[O:4].[F:8][C:9]([F:14])([F:13])[C:10]([OH:12])=[O:11].FC(F)(F)C(O)=O.[Cl:22][C:23]1[CH:24]=[N:25][C:26]2[NH:27][C:28]3[CH:29]=[N:30][CH:31]=[C:32]([CH:53]=3)[CH2:33][CH2:34][C:35]3[CH:43]=[C:39]([NH:40][C:41]=1[N:42]=2)[CH:38]=[CH:37][C:36]=3[O:44][CH2:45][CH2:46][CH:47]1[CH2:52][CH2:51][NH:50][CH2:49][CH2:48]1.[N:54]([C:57]1[CH:64]=[CH:63][CH:62]=[CH:61][C:58]=1[C:59]#[N:60])=[C:55]=[O:56]>>[F:1][C:2]([F:7])([F:6])[C:3]([OH:5])=[O:4].[F:8][C:9]([F:14])([F:13])[C:10]([OH:12])=[O:11].[Cl:22][C:23]1[CH:24]=[N:25][C:26]2[NH:27][C:28]3[CH:29]=[N:30][CH:31]=[C:32]([CH:53]=3)[CH2:33][CH2:34][C:35]3[CH:43]=[C:39]([NH:40][C:41]=1[N:42]=2)[CH:38]=[CH:37][C:36]=3[O:44][CH2:45][CH2:46][CH:47]1[CH2:48][CH2:49][N:50]([C:55]([NH:54][C:57]2[CH:64]=[CH:63][CH:62]=[CH:61][C:58]=2[C:59]#[N:60])=[O:56])[CH2:51][CH2:52]1 |f:0.1.2.3,5.6.7|. Procedure: The desired compound was prepared according to the procedure of Example D41 using 6-chloro-12-(2-piperidin-4-ylethoxy)-2,4,8,18,22-pentaazatetracyclo[14.3.1.1(3,7).1(9,13)]docosa-1(20),3(22),4,6,9(21),10,12,16,18-nonaene tris(trifluoroacetate) and 2-isocyanatobenzonitrile as the starting materials in 40% yield. LCMS for C32H32ClN8O2 (M+H)+: m/z=595.0. Starting materials: C([O-])([O-])=O.[K+].[K+] (potassium carbonate), ClC=1C(=C2CCNN3C2=C(C1)C(C(=C3)C(=O)OCC)=O)F (Ethyl 5-Chloro- 4-fluoro-2,3-dihydro-7-oxo-1H,7H-pyrido[3,2,1-ij]cinnoline-8-carboxylate), COS(=O)(=O)OC (dimethylsulfate). Solvent: ice water. Reaction conditions: temperature 120 celsius, time 1 hour. Yields the product ClC=1C(=C2CCN(N3C2=C(C1)C(C(=C3)C(=O)OC)=O)C)F (Methyl 5-Chloro-4-fluoro-2,3-dihydro-1-methyl-7-oxo -1H,7H-pyrido[3,2,1-ij]cinnoline-8-carboxylate). Isolated yield 35.1%. As a reaction SMILES: [Cl:1][C:2]1[C:3]([F:21])=[C:4]2[C:9]3=[C:10]([C:12](=[O:20])[C:13]([C:15]([O:17][CH2:18]C)=[O:16])=[CH:14][N:8]3[NH:7][CH2:6][CH2:5]2)[CH:11]=1.[CH3:22]OS(OC)(=O)=O.C(=O)([O-])[O-].[K+].[K+]>>[Cl:1][C:2]1[C:3]([F:21])=[C:4]2[C:9]3=[C:10]([C:12](=[O:20])[C:13]([C:15]([O:17][CH3:18])=[O:16])=[CH:14][N:8]3[N:7]([CH3:22])[CH2:6][CH2:5]2)[CH:11]=1 |f:2.3.4|. Reported procedure: To 1.69 g (5.5 mmol) of the compound (132) obtained in Example 24, 10 ml (109 mmol) of dimethylsulfate was added, and the solution was heated at 120° C. for 4.5 hours. After air-cooling, the solution was added to 90 ml of ice/water to which 15 g (109 mmol) of anhydrous potassium carbonate was added, and the solution was stirred for 1 hour. The solution was extracted with 200 ml of chloroform, and after drying over magnesium sulfate, the solvent was removed by distillation. The residue was separa... Procedure details: Reductive amination of 6-(piperazin-1-yl)-3-(trifluoromethyl)-[1,2,4]triazolo[4,3-b]pyridazine with furan-3-carbaldehyde was carried out according to General Synthetic Method 5. The crude product was purified by hplc using a Waters XBridge Prep C18 OBD column (5μ silica, 19 mm diameter, 100 mm length) eluted with decreasingly polar mixtures of water (containing 1% aqueous ammonia) and acetonitrile as eluents to give 6-[4-(furan-3-ylmethyl)piperazin-1-yl]-3-(trifluoromethyl)-[1,2,4]triazolo[4,3-b... Yields the product O1C=C(C=C1)CN1CCN(CC1)C=1C=CC=2N(N1)C(=NN2)C(F)(F)F (6-[4-(furan-3-ylmethyl)piperazin-1-yl]-3-(trifluoromethyl)-[1,2,4]triazolo[4,3-b]pyridazine). As a reaction SMILES: [N:1]1([C:7]2[CH:8]=[CH:9][C:10]3[N:11]([C:13]([C:16]([F:19])([F:18])[F:17])=[N:14][N:15]=3)[N:12]=2)[CH2:6][CH2:5][NH:4][CH2:3][CH2:2]1.[O:20]1[CH:24]=[CH:23][C:22]([CH:25]=O)=[CH:21]1>>[O:20]1[CH:24]=[CH:23][C:22]([CH2:25][N:4]2[CH2:3][CH2:2][N:1]([C:7]3[CH:8]=[CH:9][C:10]4[N:11]([C:13]([C:16]([F:17])([F:18])[F:19])=[N:14][N:15]=4)[N:12]=3)[CH2:6][CH2:5]2)=[CH:21]1. The reactants are N1(CCNCC1)C=1C=CC=2N(N1)C(=NN2)C(F)(F)F (6-(piperazin-1-yl)-3-(trifluoromethyl)-[1,2,4]triazolo[4,3-b]pyridazine), O1C=C(C=C1)C=O (furan-3-carbaldehyde). Reactants: ClCCN(C)C ((2-{chloro}-ethyl)-dimethylamine), [NH2-].[Na+] (sodium amide), colourless oil, C1(=CC=CC=C1)[C@@]1([C@@]2(CC[C@H](C1)C2(C)C)C)O ((1R,2S,4R)-(−)-2-[phenyl]-1,7,7-tri-[methyl]-bicyclo[2.2.1]heptane-2-ol). The solvent is O1CCOCC1 (dioxane), O1CCOCC1 (dioxane). Reaction conditions: time 4 hour. Yields the product C12(C(=O)CC(CC1)C2(C)C)C ((+)-camphor). RXN SMILES: [NH2-].[Na+].C1([C@@:9]2([OH:19])[CH2:14][C@@H:13]3[C:15]([CH3:17])([CH3:16])[C@@:10]2([CH3:18])[CH2:11][CH2:12]3)C=CC=CC=1.ClCCN(C)C>O1CCOCC1>[C:10]12([CH3:18])[C:15]([CH3:17])([CH3:16])[CH:13]([CH2:12][CH2:11]1)[CH2:14][C:9]2=[O:19] |f:0.1|. Reported procedure: To a suspension of 45.5 g (1.05 mole) sodium amide (content: 90% by weight/weight) and 500 ml of anhydrous dioxane a mixture of 220 g of the colourless oil obtained by the hydrolysis containing (1R,2S,4R)-(−)-2-[phenyl]-1,7,7-tri-[methyl]-bicyclo[2.2.1]heptane-2-ol, and 100 ml of anhydrous dioxane is added at the boiling point within half an hour. The mixture is heated to boiling for 2 hours, whereupon 113.0 g (1.05 mole) of (2-{chloro}-ethyl)-dimethylamine are added and the reaction mixture is ...